Dataset: the Open Reaction Database (ORD), a public repository of structured organic reaction records. Task: describe an organic reaction: reactants, conditions, products, and yield Starting materials: C(C1=CC=CC=C1)(=O)C1=CC=CC=C1 (benzophenone), CC(C)=C(C)C (2,3-dimethyl-but-2-ene). Solvent: C1=CC=CC=C1 (benzene). Run at time 12 hour. Yields the product CC1(C(OC1(C)C)(C1=CC=CC=C1)C1=CC=CC=C1)C (3,3,4,4-tetramethyl-2,2-diphenyloxetane). Reaction SMILES: [C:1]([C:9]1[CH:14]=[CH:13][CH:12]=[CH:11][CH:10]=1)(=[O:8])[C:2]1[CH:7]=[CH:6][CH:5]=[CH:4][CH:3]=1.[CH3:15][C:16](=[C:18]([CH3:20])[CH3:19])[CH3:17]>C1C=CC=CC=1>[CH3:15][C:16]1([CH3:17])[C:18]([CH3:20])([CH3:19])[O:8][C:1]1([C:9]1[CH:14]=[CH:13][CH:12]=[CH:11][CH:10]=1)[C:2]1[CH:7]=[CH:6][CH:5]=[CH:4][CH:3]=1. Reported procedure: A benzene solution containing benzophenone and 2,3-dimethyl-but-2-ene was placed in a photochemical reaction apparatus made of Pyrex (registered trade mark) into which argon gas was sealed, and while stirring, was exposed to ultraviolet radiation for 12 hours, employing a high pressure mercury lamp. Subsequently, after removing the solvent, vacuum distillation was performed, whereby a targeted compound was obtained.